The task is: describe an organic reaction: reactants, conditions, products, and yield. This data is from the Open Reaction Database (ORD), a public repository of structured organic reaction records. The reactants are C(C)(C)(C)OC(=O)N1CCC(CC1)OC1=CC(=C(C=C1)[N+](=O)[O-])CC(=O)C(=O)OCC (4-[3-(2-Ethoxycarbonyl-2-oxo-ethyl)-4-nitro-phenoxy]-piperidine-1-carboxylic acid tert-butyl ester). Reagents/catalysts: [Pd] (palladium on activated charcoal). Run in C(C)O (ethanol). Reaction conditions: time 9 hour. Yields the product C(C)OC(=O)C=1NC2=CC=C(C=C2C1)OC1CCN(CC1)C(=O)OC(C)(C)C (5-(1-tert-Butoxycarbonyl-piperidin-4-yloxy)-1H-indole-2-carboxylic acid ethyl ester). RXN SMILES: [C:1]([O:5][C:6]([N:8]1[CH2:13][CH2:12][CH:11]([O:14][C:15]2[CH:20]=[CH:19][C:18]([N+:21]([O-])=O)=[C:17]([CH2:24][C:25]([C:27]([O:29][CH2:30][CH3:31])=[O:28])=O)[CH:16]=2)[CH2:10][CH2:9]1)=[O:7])([CH3:4])([CH3:3])[CH3:2]>[Pd].C(O)C>[CH2:30]([O:29][C:27]([C:25]1[NH:21][C:18]2[C:17]([CH:24]=1)=[CH:16][C:15]([O:14][CH:11]1[CH2:10][CH2:9][N:8]([C:6]([O:5][C:1]([CH3:3])([CH3:4])[CH3:2])=[O:7])[CH2:13][CH2:12]1)=[CH:20][CH:19]=2)=[O:28])[CH3:31]. Procedure details: A mixture of 4-[3-(2-ethoxycarbonyl-2-oxo-ethyl)-4-nitro-phenoxy]-piperidine-1-carboxylic acid tert-butyl ester (example 43, step 2, 42.25 g, 1.0 eq.), palladium on activated charcoal (10%, 2.111 g, 0.02 eq.) in ethanol (950 mL) was hydrogenated at 30° C. for 9 h. The mixture was filtered, washed with ethanol and evaporated to dryness. The product was recrystallized from ethyl acetate and heptane to yield 25.998 g (69%) as white crystals. MS (m/e): 388.2 (M, 45%). Reactants: CO, CNC, Cl, [Cu], O, O=C(O)c1ccc(Cl)cc1Cl. Yields the product COc1cc(Cl)ccc1C(=O)O. As a reaction SMILES: [CH3:12][OH:13].[CH3:14][NH:15][CH3:16].[ClH:17].[Cu:18].[OH2:19].[OH:1][C:2](=[O:3])[c:4]1[cH:5][cH:6][c:7]([Cl:8])[cH:9][c:10]1[Cl:11]>>[OH:1][C:2](=[O:3])[c:4]1[cH:5][cH:6][c:7]([Cl:8])[cH:9][c:10]1[O:13][CH3:12].